From a dataset of the Open Reaction Database (ORD), a public repository of structured organic reaction records. describe an organic reaction: reactants, conditions, products, and yield Starting materials: CC(=O)[O-], CO, N#CBr, NC(CO)c1ccc(NC(=O)Nc2ccc(Cl)cc2)cc1, N, [Na+]. As a reaction SMILES: [CH3:23][C:24](=[O:25])[O-:26].[CH3:31][OH:32].[N:27]#[C:28][Br:29].[NH2:1][CH:2]([CH2:3][OH:4])[c:5]1[cH:6][cH:7][c:8]([NH:11][C:12](=[O:13])[NH:14][c:15]2[cH:16][cH:17][c:18]([Cl:21])[cH:19][cH:20]2)[cH:9][cH:10]1.[NH3:30].[Na+:22]>>[N:1]1=[C:28]([NH2:27])[O:4][CH2:3][CH:2]1[c:5]1[cH:6][cH:7][c:8]([NH:11][C:12](=[O:13])[NH:14][c:15]2[cH:16][cH:17][c:18]([Cl:21])[cH:19][cH:20]2)[cH:9][cH:10]1. Product: NC1=NC(c2ccc(NC(=O)Nc3ccc(Cl)cc3)cc2)CO1. Starting materials: CO, O=CO, N, Cc1nc2c(cc1C=CC(=O)O)c(=O)cc(Nc1ccccc1)n2-c1ccccc1. Product: Cc1nc2c(cc1CCC(=O)O)c(=O)cc(Nc1ccccc1)n2-c1ccccc1. As a reaction SMILES: [CH3:35][OH:36].[CH:31]([OH:32])=[O:33].[NH3:34].[NH:1]([c:2]1[cH:3][cH:4][cH:5][cH:6][cH:7]1)[c:8]1[n:9](-[c:25]2[cH:26][cH:27][cH:28][cH:29][cH:30]2)[c:10]2[n:11][c:12]([CH3:24])[c:13]([CH:19]=[CH:20][C:21](=[O:22])[OH:23])[cH:14][c:15]2[c:16](=[O:18])[cH:17]1>>[NH:1]([c:2]1[cH:3][cH:4][cH:5][cH:6][cH:7]1)[c:8]1[n:9](-[c:25]2[cH:26][cH:27][cH:28][cH:29][cH:30]2)[c:10]2[n:11][c:12]([CH3:24])[c:13]([CH2:19][CH2:20][C:21](=[O:22])[OH:23])[cH:14][c:15]2[c:16](=[O:18])[cH:17]1. Reactants: COC(=O)C1COCC1NS(=O)(=O)C1=CC=C(C=C1)OCC1=CC(=NC2=CC=CC=C12)C (4-[4-(2-methyl-quinolin-4-ylmethoxy)-benzenesulfonylamino]-tetrahydro-furan-3-carboxylic acid methyl ester), Cl (HCl). The solvent is O1CCOCC1 (1,4-dioxane). Reaction conditions: temperature 60 celsius. Yields the product CC1=NC2=CC=CC=C2C(=C1)COC1=CC=C(C=C1)S(=O)(=O)NC1C(COC1)C(=O)O (4-[4-(2-methyl-quinolin-4-ylmethoxy)-benzenesulfonylamino]-tetrahydro-furan-3-carboxylic acid), crude solid. The yield is 69.0%. Reaction SMILES: C[O:2][C:3]([CH:5]1[CH:9]([NH:10][S:11]([C:14]2[CH:19]=[CH:18][C:17]([O:20][CH2:21][C:22]3[C:31]4[C:26](=[CH:27][CH:28]=[CH:29][CH:30]=4)[N:25]=[C:24]([CH3:32])[CH:23]=3)=[CH:16][CH:15]=2)(=[O:13])=[O:12])[CH2:8][O:7][CH2:6]1)=[O:4].Cl>O1CCOCC1>[CH3:32][C:24]1[CH:23]=[C:22]([CH2:21][O:20][C:17]2[CH:18]=[CH:19][C:14]([S:11]([NH:10][CH:9]3[CH2:8][O:7][CH2:6][CH:5]3[C:3]([OH:4])=[O:2])(=[O:12])=[O:13])=[CH:15][CH:16]=2)[C:31]2[C:26](=[CH:27][CH:28]=[CH:29][CH:30]=2)[N:25]=1. Procedure: To a solution of 4-[4-(2-methyl-quinolin-4-ylmethoxy)-benzenesulfonylamino]-tetrahydro-furan-3-carboxylic acid methyl ester (0.9 g, 1.97 mmol) in 1,4-dioxane (4 mL) was added concentrated HCl (4 mL). The reaction was heated to 60° C. for 19 h. The solvent was removed in vacuo to provide 4-[4-(2-methyl-quinolin-4-ylmethoxy)-benzenesulfonylamino]-tetrahydro-furan-3-carboxylic acid as a crude solid (0.6 g, 69%). MS: 443 (M+H)+ Reactants: CC1(C)OB(c2ccc(O)cc2)OC1(C)C, N#Cc1ncccc1Cl, OCc1ccc(B(O)O)cc1, CCOC(=O)c1nc(N2CCc3cccc(C(=O)N(COCC[Si](C)(C)C)c4nc5ccccc5s4)c3C2)sc1-c1ccc(CO)cc1. Product: N#Cc1ncccc1-c1ccc(O)cc1. As a reaction SMILES: [CH3:69][C:70]1([CH3:71])[C:72]([CH3:73])([CH3:74])[O:75][B:76]([c:77]2[cH:78][cH:79][c:80]([OH:83])[cH:81][cH:82]2)[O:84]1.[Cl:60][c:61]1[c:62]([C:67]#[N:68])[n:63][cH:64][cH:65][cH:66]1.[OH:49][CH2:50][c:51]1[cH:52][cH:53][c:54]([B:55]([OH:56])[OH:57])[cH:58][cH:59]1.[s:1]1[c:2]2[cH:3][cH:4][cH:5][cH:6][c:7]2[n:8][c:9]1[N:10]([CH2:11][O:12][CH2:13][CH2:14][Si:15]([CH3:16])([CH3:17])[CH3:18])[C:19]([c:20]1[cH:21][cH:22][cH:23][c:24]2[c:25]1[CH2:26][N:27]([c:28]1[s:29][c:30](-[c:31]3[cH:32][cH:33][c:34]([CH2:35][OH:36])[cH:37][cH:38]3)[c:39]([C:40]([O:41][CH2:42][CH3:43])=[O:44])[n:45]1)[CH2:46][CH2:47]2)=[O:48]>>[c:61]1(-[c:77]2[cH:78][cH:79][c:80]([OH:83])[cH:81][cH:82]2)[c:62]([C:67]#[N:68])[n:63][cH:64][cH:65][cH:66]1.